From a dataset of the Open Reaction Database (ORD), a public repository of structured organic reaction records. describe an organic reaction: reactants, conditions, products, and yield The reactants are C[Si](C)(C)CCOCn1ccnc1CC(COc1ccc(C=O)cc1)Cc1nccn1COCC[Si](C)(C)C, Cc1ccsc1CN1CCC2(CCNC2)CC1. Yields the product Cc1ccsc1CN1CCC2(CC1)CCN(Cc1ccc(OCC(Cc3nccn3COCC[Si](C)(C)C)Cc3nccn3COCC[Si](C)(C)C)cc1)C2. As a reaction SMILES: [CH3:1][Si:2]([CH2:3][CH2:4][O:5][CH2:6][n:7]1[c:8]([CH2:12][CH:13]([CH2:14][O:15][c:16]2[cH:17][cH:18][c:19]([CH:20]=[O:21])[cH:22][cH:23]2)[CH2:24][c:25]2[n:26]([CH2:30][O:31][CH2:32][CH2:33][Si:34]([CH3:35])([CH3:36])[CH3:37])[cH:27][cH:28][n:29]2)[n:9][cH:10][cH:11]1)([CH3:38])[CH3:39].[CH3:40][c:41]1[c:42]([CH2:46][N:47]2[CH2:48][CH2:49][C:50]3([CH2:51][CH2:52][NH:53][CH2:54]3)[CH2:55][CH2:56]2)[s:43][cH:44][cH:45]1>>[CH3:1][Si:2]([CH2:3][CH2:4][O:5][CH2:6][n:7]1[c:8]([CH2:12][CH:13]([CH2:14][O:15][c:16]2[cH:17][cH:18][c:19]([CH2:20][N:53]3[CH2:52][CH2:51][C:50]4([CH2:49][CH2:48][N:47]([CH2:46][c:42]5[c:41]([CH3:40])[cH:45][cH:44][s:43]5)[CH2:56][CH2:55]4)[CH2:54]3)[cH:22][cH:23]2)[CH2:24][c:25]2[n:26]([CH2:30][O:31][CH2:32][CH2:33][Si:34]([CH3:35])([CH3:36])[CH3:37])[cH:27][cH:28][n:29]2)[n:9][cH:10][cH:11]1)([CH3:38])[CH3:39]. The reactants are O=C([O-])[O-], CS(C)=O, FC1(c2cccnc2Cl)CCOCC1, [Cs+], [Cs+], Oc1ccc(Nc2nc3ccccc3s2)cc1. Product: FC1(c2cccnc2Oc2ccc(Nc3nc4ccccc4s3)cc2)CCOCC1. Reaction SMILES: [C:32](=[O:33])([O-:34])[O-:35].[CH3:38][S:39]([CH3:40])=[O:41].[Cl:1][c:2]1[n:3][cH:4][cH:5][cH:6][c:7]1[C:8]1([F:14])[CH2:9][CH2:10][O:11][CH2:12][CH2:13]1.[Cs+:36].[Cs+:37].[s:15]1[c:16]([NH:24][c:25]2[cH:26][cH:27][c:28]([OH:31])[cH:29][cH:30]2)[n:17][c:18]2[c:19]1[cH:20][cH:21][cH:22][cH:23]2>>[c:2]1([O:31][c:28]2[cH:27][cH:26][c:25]([NH:24][c:16]3[s:15][c:19]4[c:18]([n:17]3)[cH:23][cH:22][cH:21][cH:20]4)[cH:30][cH:29]2)[n:3][cH:4][cH:5][cH:6][c:7]1[C:8]1([F:14])[CH2:9][CH2:10][O:11][CH2:12][CH2:13]1. The product is ClN(NC1=CC=CC=C1)C1=C(C=CC=C1)Cl (2,2'-dichlorohydrazobenzene). Procedure details: 84 Parts of an aqueous solution of technical sodium hydrosulfide, free from sodium thiosulphate, were added to a mixture comprising 53.4 parts of 2,2'-dichloroazoxybenzene in 140 parts of morpholine at 60° C - 65° C within 90 minutes. Subsequently, the reaction temperature was raised to 75° C and maintained at that temperature for 2 1/2 hours. Next the temperature was further raised to 90° C and maintained at that temperature for 1 hour. The pH of the reaction mixture varied between 9.5 to 10. A... Isolated yield 79.0%. Starting materials: N1CCOCC1 (morpholine), [SH-].[Na+] (sodium hydrosulfide), S(=S)(=O)([O-])[O-].[Na+].[Na+] (sodium thiosulphate), Cl (hydrochloric acid), ClC1=C(C=CC=C1)[N+]([O-])=NC1=C(C=CC=C1)Cl (2,2'-dichloroazoxybenzene). Reaction SMILES: [SH-].[Na+].S([O-])([O-])(=O)=S.[Na+].[Na+].[Cl:10][C:11]1[CH:16]=[CH:15][CH:14]=[CH:13][C:12]=1[N+:17](=[N:19][C:20]1[CH:25]=[CH:24][CH:23]=[CH:22][C:21]=1Cl)[O-].N1CCOCC1.[ClH:33]>>[Cl:33][N:17]([C:12]1[CH:13]=[CH:14][CH:15]=[CH:16][C:11]=1[Cl:10])[NH:19][C:20]1[CH:25]=[CH:24][CH:23]=[CH:22][CH:21]=1 |f:0.1,2.3.4|. Run at temperature 75 celsius.